This data is from the Open Reaction Database (ORD), a public repository of structured organic reaction records. The task is: describe an organic reaction: reactants, conditions, products, and yield Reactants: C(C)(C)N=C=NC(C)C (N,N′-diisopropylcarbodiimide), ammonium salt, N1(N=NC2=C1C=CC=C2)O (benzotriazol-1-ol), ammonium salt, N1(N=NC2=C1C=CC=C2)O (benzotriazol-1-ol), O(C1=CC=CC=C1)C1=CC=C(C=N1)C=CC(=O)O (3-(6-phenoxy-pyridin-3-yl)-acrylic acid). The solvent is CN(C)C=O (DMF). Run at time 16 hour. Product: O(C1=CC=CC=C1)C1=CC=C(C=N1)C=CC(=O)N (3-(6-Phenoxy-pyridin-3-yl)-acrylamide). Reaction SMILES: [O:1]([C:8]1[N:13]=[CH:12][C:11]([CH:14]=[CH:15][C:16]([OH:18])=O)=[CH:10][CH:9]=1)[C:2]1[CH:7]=[CH:6][CH:5]=[CH:4][CH:3]=1.C([N:22]=C=NC(C)C)(C)C.N1(O)C2C=CC=CC=2N=N1>CN(C=O)C>[O:1]([C:8]1[N:13]=[CH:12][C:11]([CH:14]=[CH:15][C:16]([NH2:22])=[O:18])=[CH:10][CH:9]=1)[C:2]1[CH:7]=[CH:6][CH:5]=[CH:4][CH:3]=1. Procedure details: 100 mg (0.415 mmol) of 3-(6-phenoxy-pyridin-3-yl)-acrylic acid was dissolved in 4 ml of DMF, and 52 mg (0.415 mmol) of N,N′-diisopropylcarbodiimide and 126 mg (0.830 mmol) of the ammonium salt of benzotriazol-1-ol were added. After 1 h a further 126 mg (0.830 mmol) of the ammonium salt of benzotriazol-1-ol were added. The reaction was stirred at room temperature for 16 h, filtered, and the product was purified by preparative RP HPLC eluting with a gradient of 0 to 100% acetonitrile in water (+0.... The reactants are N[C@@H]1[C@H](CCC1)O ((S,S)-(+)-2-aminocyclopentanol), C(C)(=O)Cl (acetyl chloride). Product: O[C@@H]1[C@H](CCC1)NC(C)=O ((S,S)-(+)-N-(2-hydroxycyclopentyl)acetamide). As a reaction SMILES: [NH2:1][C@H:2]1[CH2:6][CH2:5][CH2:4][C@@H:3]1[OH:7].[C:8](Cl)(=[O:10])[CH3:9]>>[OH:7][C@H:3]1[CH2:4][CH2:5][CH2:6][C@@H:2]1[NH:1][C:8](=[O:10])[CH3:9]. Reported procedure: Following the procedure of Example 2A, 74.7 g of (S,S)-(+)-2-aminocyclopentanol were reacted with acetyl chloride to provide 107.9 g of the title intermediate as an oil which crystallized upon cooling. NMR. Starting materials: BrC=1C(=CC2=C(OCC(N2)=O)N1)C1=CC=CC=C1 (6-bromo-7-phenyl-1H-pyrido[2,3-b][1,4]oxazin-2(3H)-one), ICC (iodoethane), C([O-])([O-])=O.[K+].[K+] (potassium carbonate). Run in CN(C=O)C (N,N-dimethylformamide), C([O-])(O)=O.[Na+] (sodium bicarbonate). Run at temperature 50 celsius, time 60 minute. The product is BrC=1C(=CC2=C(OCC(N2CC)=O)N1)C1=CC=CC=C1 (6-bromo-1-ethyl-7-phenyl-1H-pyrido[2,3-b][1,4]oxazin-2(3H)-one). Isolated yield 48.9%. As a reaction SMILES: [Br:1][C:2]1[C:3]([C:13]2[CH:18]=[CH:17][CH:16]=[CH:15][CH:14]=2)=[CH:4][C:5]2[NH:10][C:9](=[O:11])[CH2:8][O:7][C:6]=2[N:12]=1.I[CH2:20][CH3:21].C(=O)([O-])[O-].[K+].[K+]>CN(C)C=O.C(=O)(O)[O-].[Na+]>[Br:1][C:2]1[C:3]([C:13]2[CH:18]=[CH:17][CH:16]=[CH:15][CH:14]=2)=[CH:4][C:5]2[N:10]([CH2:20][CH3:21])[C:9](=[O:11])[CH2:8][O:7][C:6]=2[N:12]=1 |f:2.3.4,6.7|. Procedure: In a 15 mL reaction tube was added 6-bromo-7-phenyl-1H-pyrido[2,3-b][1,4]oxazin-2(3H)-one (300 mg, 0.983 mmol), iodoethane (0.095 mL, 1.180 mmol) and potassium carbonate (408 mg, 2.95 mmol) in anhydrous N,N-dimethylformamide (1 mL) to give a brown suspension. This was stirred at 50° C. under a nitrogen atmosphere for 60 minutes. The reaction mixture was diluted with saturated sodium bicarbonate solution (5 mL) and extracted into ethyl acetate (3×5 mL). The combined organic phases were washed wit... The reactants are BrC=1C(=C(C(=NC1C)C)[C@@H](C(=O)OCC)OC(C)(C)C)N1CCC(CC1)(C)C ((S)-ethyl 2-(5-bromo-4-(4,4-dimethylpiperidin-1-yl)-2,6-dimethylpyridin-3-yl)-2-(tert-butoxy)acetate), N1=CC=C(C=C1)COC1=CC=C(C=C1)B(O)O ((4-(pyridin-4-ylmethoxy)phenyl)boronic acid), C(=O)([O-])[O-].[Na+].[Na+] (Na2CO3). Reagents/catalysts: C=1C=CC(=CC1)[P](C=2C=CC=CC2)(C=3C=CC=CC3)[Pd]([P](C=4C=CC=CC4)(C=5C=CC=CC5)C=6C=CC=CC6)([P](C=7C=CC=CC7)(C=8C=CC=CC8)C=9C=CC=CC9)[P](C=1C=CC=CC1)(C=1C=CC=CC1)C=1C=CC=CC1 (Pd(Ph3P)4). Solvent: CN(C)C=O (DMF). Run at time 9 hour. Product: C(C)(C)(C)O[C@H](C(=O)OCC)C=1C(=NC(=C(C1N1CCC(CC1)(C)C)C1=CC=C(C=C1)OCC1=CC=NC=C1)C)C ((S)-ethyl 2-(tert-butoxy)-2-(4-(4,4-dimethylpiperidin-1-yl)-2,6-dimethyl-5-(4-(pyridin-4-ylmethoxy)phenyl)pyridin-3-yl)acetate). The yield is 52.3%. As a reaction SMILES: Br[C:2]1[C:3]([N:21]2[CH2:26][CH2:25][C:24]([CH3:28])([CH3:27])[CH2:23][CH2:22]2)=[C:4]([C@H:10]([O:16][C:17]([CH3:20])([CH3:19])[CH3:18])[C:11]([O:13][CH2:14][CH3:15])=[O:12])[C:5]([CH3:9])=[N:6][C:7]=1[CH3:8].[N:29]1[CH:34]=[CH:33][C:32]([CH2:35][O:36][C:37]2[CH:42]=[CH:41][C:40](B(O)O)=[CH:39][CH:38]=2)=[CH:31][CH:30]=1.C([O-])([O-])=O.[Na+].[Na+]>CN(C=O)C.C1C=CC([P]([Pd]([P](C2C=CC=CC=2)(C2C=CC=CC=2)C2C=CC=CC=2)([P](C2C=CC=CC=2)(C2C=CC=CC=2)C2C=CC=CC=2)[P](C2C=CC=CC=2)(C2C=CC=CC=2)C2C=CC=CC=2)(C2C=CC=CC=2)C2C=CC=CC=2)=CC=1>[C:17]([O:16][C@@H:10]([C:4]1[C:5]([CH3:9])=[N:6][C:7]([CH3:8])=[C:2]([C:40]2[CH:39]=[CH:38][C:37]([O:36][CH2:35][C:32]3[CH:33]=[CH:34][N:29]=[CH:30][CH:31]=3)=[CH:42][CH:41]=2)[C:3]=1[N:21]1[CH2:26][CH2:25][C:24]([CH3:28])([CH3:27])[CH2:23][CH2:22]1)[C:11]([O:13][CH2:14][CH3:15])=[O:12])([CH3:20])([CH3:19])[CH3:18] |f:2.3.4,^1:60,62,81,100|. Procedure: A mixture of (S)-ethyl 2-(5-bromo-4-(4,4-dimethylpiperidin-1-yl)-2,6-dimethylpyridin-3-yl)-2-(tert-butoxy)acetate (0.02 g, 0.044 mmol), (4-(pyridin-4-ylmethoxy)phenyl)boronic acid (0.020 g, 0.088 mmol) and 2M Na2CO3 (0.055 ml, 0.110 mmol) in DMF (1 mL) was degassed for 3 min. Then, Pd(Ph3P)4 (5.07 mg, 4.39 μmol) was degassed for 1 min and placed in a pre-heated oil bath at 90° C. After 9 h, cooled and purified by prep-HPLC to afford (S)-ethyl 2-(tert-butoxy)-2-(4-(4,4-dimethylpiperidin-1-yl)-2,6... The reactants are N(=NC(=O)OCC)C(=O)OCC (diethyl azodicarboxylate), FC1=CC=C(C=C1)C1=NN2C(C=C(C=C2)CO)=C1C1=CC=NC=C1 (2-(4-Fluorophenyl)-5-hydroxymethyl-3-(4-pyridinyl)-pyrazolo[1,5-a]pyridine), C1(=CC=CC=C1)P(C1=CC=CC=C1)C1=CC=CC=C1 (triphenyl phosphine), CC1=C(C(=O)O)C=CC=C1 (2-methylbenzoic acid). Run in C1CCOC1 (THF), CCCCCC.C(C)(=O)OCC (hexane ethyl acetate). Product: CC1=C(C(=O)OCC2=CC=3N(C=C2)N=C(C3C3=CC=NC=C3)C3=CC=C(C=C3)F)C=CC=C1 ([2-(4-Fluorophenyl)-3-(4-pyridyl)pyrazolo[1,5-a]pyridin-5-yl]methyl 2-methylbenzoate). RXN SMILES: [F:1][C:2]1[CH:7]=[CH:6][C:5]([C:8]2[C:18]([C:19]3[CH:24]=[CH:23][N:22]=[CH:21][CH:20]=3)=[C:11]3[CH:12]=[C:13]([CH2:16][OH:17])[CH:14]=[CH:15][N:10]3[N:9]=2)=[CH:4][CH:3]=1.C1(P(C2C=CC=CC=2)C2C=CC=CC=2)C=CC=CC=1.[CH3:44][C:45]1[CH:53]=[CH:52][CH:51]=[CH:50][C:46]=1[C:47](O)=[O:48].N(C(OCC)=O)=NC(OCC)=O>C1COCC1.CCCCCC.C(OCC)(=O)C>[CH3:44][C:45]1[CH:53]=[CH:52][CH:51]=[CH:50][C:46]=1[C:47]([O:17][CH2:16][C:13]1[CH:14]=[CH:15][N:10]2[N:9]=[C:8]([C:5]3[CH:4]=[CH:3][C:2]([F:1])=[CH:7][CH:6]=3)[C:18]([C:19]3[CH:20]=[CH:21][N:22]=[CH:23][CH:24]=3)=[C:11]2[CH:12]=1)=[O:48] |f:5.6|. Procedure details: 2-(4-Fluorophenyl)-5-hydroxymethyl-3-(4-pyridinyl)pyrazolo[1,5-a]pyridine (Example 6. 50 mg, 0.157 mmol), triphenyl phosphine (82 mg, 0.314 mmol) and 2-methylbenzoic acid (0.314 mmol) are dissolved in dry THF (3 mL). To the stirred solution is added diethyl azodicarboxylate (55 mg, 0.314 mmol) dropwise. The resulting solution is stirred at room temperature until reaction is complete as determined by TLC and then diluted with hexane/ethyl acetate (30 mL of a 1:1 mixture) and washed with water (×3... Starting materials: ClC1=NC=CC(=N1)Cl (2,4-dichloropyrimidine), C1(CC1)CN (cyclopropylmethylamine), C(C)(C)N(CC)C(C)C (diisopropylethylamine). Run in C1(=CC=CC=C1)C (toluene). Product: ClC1=NC(=NC=C1)NCC1CC1 (4-Chloro-2-(cyclopropylmethyl-amino)-pyrimidine). The yield is 14.3%. RXN SMILES: Cl[C:2]1[N:7]=[C:6]([Cl:8])[CH:5]=[CH:4][N:3]=1.[CH:9]1([CH2:12][NH2:13])[CH2:11][CH2:10]1.C(N(C(C)C)CC)(C)C>C1(C)C=CC=CC=1>[Cl:8][C:6]1[CH:5]=[CH:4][N:3]=[C:2]([NH:13][CH2:12][CH:9]2[CH2:11][CH2:10]2)[N:7]=1. Procedure: In a microwave reaction vessel, slurry 2,4-dichloropyrimidine (1.0 g, 6.7 mmol), cyclopropylmethylamine (550 μL, 6.0 mmol), and diisopropylethylamine (2.35 mL, 13.4 mmol) in toluene (3 mL). Irradiate in microwave (300 watts) at 120° C. for 30 min. Cool to room temperature and concentrate in vacuo. Purify by chromatography on silica gel (40 g) eluting with hexane/EtOAc (4:1 to 3:7 over 30 min; 40 mL/min) to obtain the desired intermediate (157.5 mg, 15%) as a colorless oil.